From a dataset of the Open Reaction Database (ORD), a public repository of structured organic reaction records. describe an organic reaction: reactants, conditions, products, and yield Starting materials: COc2ccc1ccccc1c2 (substrate), Cc1ccc(Br)cc1 (effective_coupling_partner). Reagents/catalysts: ItBu. Run at temperature 60 celsius, time 24 hour. Product: Cc3ccc(c2ccc1ccccc1c2)cc3.